describe an organic reaction: reactants, conditions, products, and yield From a dataset of the Open Reaction Database (ORD), a public repository of structured organic reaction records. Reactants: BrC1=CC=2N(C(=C1)N)N=C(N2)C2=NC=CC=C2 (7-bromo-2-pyridin-2-yl-[1,2,4]triazolo[1,5-a]pyridin-5-ylamine), C1(=CC=CC=C1)O (phenol), CS2CO3. The solvent is CN1C(CCC1)=O (N-methyl-pyrrolidon). The product is O(C1=CC=CC=C1)C1=CC=2N(C(=C1)N)N=C(N2)C2=NC=CC=C2 (7-Phenoxy-2-pyridin-2-yl-[1,2,4]triazolo[1,5-a]pyridin-5-ylamine). As a reaction SMILES: Br[C:2]1[CH:7]=[C:6]([NH2:8])[N:5]2[N:9]=[C:10]([C:12]3[CH:17]=[CH:16][CH:15]=[CH:14][N:13]=3)[N:11]=[C:4]2[CH:3]=1.[C:18]1([OH:24])[CH:23]=[CH:22][CH:21]=[CH:20][CH:19]=1>CN1CCCC1=O>[O:24]([C:2]1[CH:7]=[C:6]([NH2:8])[N:5]2[N:9]=[C:10]([C:12]3[CH:17]=[CH:16][CH:15]=[CH:14][N:13]=3)[N:11]=[C:4]2[CH:3]=1)[C:18]1[CH:23]=[CH:22][CH:21]=[CH:20][CH:19]=1. Procedure: A mixture of 1 eq. 7-bromo-2-pyridin-2-yl-[1,2,4]triazolo[1,5-a]pyridin-5-ylamine, 5 eq. phenol and a catalytic amount of CS2CO3 in 200 μl N-methyl-pyrrolidon was heated for 2 h to 160°. The mixture was, after filtration, purified with reversed phase column chromatography eluting with an acetonitrile/water gradient yielding the title compound, MS m/e (%): 303 M+H+ (100%). The reactants are [Si](C)(C)(C)I (TMS-I), COC([C@H](CSCC1=CC=C(C=C1)C1=CC=C(C=C1)C1=CC=CC2=C1OC1=C2C=CC=C1)NC(=O)OC(C)(C)C)=O ((2R)-methyl-2-tert-butoxycarbonylamino-3-(4′-dibenzofuran-4-yl-biphenyl-4-ylmethyl-sulfanyl)-propionate), C([O-])(O)=O.[Na+] (sodium bicarbonate). Run in O (water), C(Cl)Cl (methylene chloride). Conditions: time 25 minute. The product is COC([C@H](CSCC1=CC=C(C=C1)C1=CC=C(C=C1)C1=CC=CC2=C1OC1=C2C=CC=C1)N)=O ((2R)-Methyl-2-amino-3-(4′-dibenzofuran-4-ylbipheny-4-ylmethylsulfanyl)-propionate). RXN SMILES: [Si](I)(C)(C)C.[CH3:6][O:7][C:8](=[O:46])[C@@H:9]([NH:38]C(OC(C)(C)C)=O)[CH2:10][S:11][CH2:12][C:13]1[CH:18]=[CH:17][C:16]([C:19]2[CH:24]=[CH:23][C:22]([C:25]3[C:30]4[O:31][C:32]5[CH:37]=[CH:36][CH:35]=[CH:34][C:33]=5[C:29]=4[CH:28]=[CH:27][CH:26]=3)=[CH:21][CH:20]=2)=[CH:15][CH:14]=1.C(=O)(O)[O-].[Na+]>C(Cl)Cl.O>[CH3:6][O:7][C:8](=[O:46])[C@@H:9]([NH2:38])[CH2:10][S:11][CH2:12][C:13]1[CH:18]=[CH:17][C:16]([C:19]2[CH:20]=[CH:21][C:22]([C:25]3[C:30]4[O:31][C:32]5[CH:37]=[CH:36][CH:35]=[CH:34][C:33]=5[C:29]=4[CH:28]=[CH:27][CH:26]=3)=[CH:23][CH:24]=2)=[CH:15][CH:14]=1 |f:2.3|. Procedure details: TMS-I (870 mg, 0.63 mL, 4.35 mmol) was added dropwise to a stirred solution of (2R)-methyl-2-tert-butoxycarbonylamino-3-(4′-dibenzofuran-4-yl-biphenyl-4-ylmethyl-sulfanyl)-propionate (2.24 g, 3.96 mmol) in anhydrous methylene chloride (50 mL). The reaction mixture was stirred at room temperature for 20-30 mins (TLC control), and then diluted with water (50 mL). Saturated sodium bicarbonate solution was added to adjust the solution to pH 8-9. The reaction mixture was extracted with diethyl ether ... Starting materials: FC1=C(C=C(C=C1)C(F)(F)F)[N+](=O)[O-] (4-fluoro-3-nitrobenzotrifluoride), FC(C(=O)O)(F)F (trifluoroacetic acid), COC1=C(CN)C=CC(=C1)OC (2,4-dimethoxybenzylamine), C(C)OP(=O)(OCC)CC1=NN=C2N1C1=CC(=CC=C1N(C2=O)CC2=C(C=C(C=C2)OC)OC)C(F)(F)F (1-[(diethoxyphosphoryl)methyl]-5-(2,4-dimethoxybenzyl)-8-trifluoromethyl[1,2,4]triazolo[4,3-a]quinoxalin-4(5H)-one). Product: C(C)OP(=O)(OCC)CC1=NN=C2N1C1=CC(=CC=C1NC2=O)C(F)(F)F (1-[(Diethoxyphosphoryl)methyl]-8-trifluoromethyl[1,2,4]triazolo[4,3-a]quinoxalin-4(5H)-one). Reaction SMILES: FC1C=CC(C(F)(F)F)=CC=1[N+]([O-])=O.COC1C=C(OC)C=CC=1CN.[CH2:27]([O:29][P:30]([CH2:35][C:36]1[N:40]2[C:41]3[C:46]([N:47](CC4C=CC(OC)=CC=4OC)[C:48](=[O:49])[C:39]2=[N:38][N:37]=1)=[CH:45][CH:44]=[C:43]([C:61]([F:64])([F:63])[F:62])[CH:42]=3)([O:32][CH2:33][CH3:34])=[O:31])[CH3:28].FC(F)(F)C(O)=O>>[CH2:33]([O:32][P:30]([CH2:35][C:36]1[N:40]2[C:41]3[C:46]([NH:47][C:48](=[O:49])[C:39]2=[N:38][N:37]=1)=[CH:45][CH:44]=[C:43]([C:61]([F:62])([F:64])[F:63])[CH:42]=3)([O:29][CH2:27][CH3:28])=[O:31])[CH3:34]. Reported procedure: This compound was prepared by the procedure described in example 18 starting from 4-fluoro-3-nitrobenzotrifluoride and 2,4-dimethoxybenzylamine, except that the intermediate 1-[(diethoxyphosphoryl)methyl]-5-(2,4-dimethoxybenzyl)-8-trifluoromethyl[1,2,4]triazolo[4,3-a]quinoxalin-4(5H)-one was deprotected by treatment with trifluoroacetic acid at room temperature overnight. The mixture was evaporated to dryness and the residue was recrystallized from ethanol to give the pure title compound, m.p. 2... Starting materials: CCOc1cc2c(cc1OC)C(c1ccc(C(=O)O)cc1)=NC1CCN(C)CC21, CNC(COCc1ccccc1)CC(C)C. The product is CCOc1cc2c(cc1OC)C(c1ccc(C(=O)N(C)C(COCc3ccccc3)CC(C)C)cc1)=NC1CCN(C)CC21. As a reaction SMILES: [CH2:1]([CH3:2])[O:3][c:4]1[cH:5][c:6]2[c:7]([cH:26][c:27]1[O:28][CH3:29])[C:8]([c:17]1[cH:18][cH:19][c:20]([C:21](=[O:22])[OH:23])[cH:24][cH:25]1)=[N:9][CH:10]1[CH2:11][CH2:12][N:13]([CH3:16])[CH2:14][CH:15]21.[CH2:30]([c:31]1[cH:32][cH:33][cH:34][cH:35][cH:36]1)[O:37][CH2:38][CH:39]([CH2:40][CH:41]([CH3:42])[CH3:43])[NH:44][CH3:45]>>[CH2:1]([CH3:2])[O:3][c:4]1[cH:5][c:6]2[c:7]([cH:26][c:27]1[O:28][CH3:29])[C:8]([c:17]1[cH:18][cH:19][c:20]([C:21](=[O:23])[N:44]([CH:39]([CH2:38][O:37][CH2:30][c:31]3[cH:32][cH:33][cH:34][cH:35][cH:36]3)[CH2:40][CH:41]([CH3:42])[CH3:43])[CH3:45])[cH:24][cH:25]1)=[N:9][CH:10]1[CH2:11][CH2:12][N:13]([CH3:16])[CH2:14][CH:15]21. Reactants: NC1(CCN(CC1)CCCOC)C#N (4-amino-(3-methoxy-propyl)-piperidine-4-carbonitrile), CC(CC[C@@H](C(=O)O)NC(=O)N1CCOCC1)(CC)C ((S)-5,5-Dimethyl-2-[(morpholine-4-carbonyl)-amino]-heptanoic acid), C(CCl)Cl (EDC), C=1C=CC2=C(C1)N=NN2O (HOBT). The solvent is ClCCl (dichloromethane), ClCCl (dichloromethane). Product: C(#N)C1(CCN(CC1)CCCOC)NC(=O)[C@H](CCC(CC)(C)C)NC(=O)N1CCOCC1 (Morpholine-4-carboxylic acid {(S)-1-[4-cyano-1-(3-methoxy-propyl)-piperidin-4-ylcarbamoyl]-4,4-dimethyl-hexyl}-amide). Isolated yield 15.5%. RXN SMILES: [CH3:1][C:2]([CH3:20])([CH2:18][CH3:19])[CH2:3][CH2:4][C@H:5]([NH:9][C:10]([N:12]1[CH2:17][CH2:16][O:15][CH2:14][CH2:13]1)=[O:11])[C:6]([OH:8])=O.C1C=CC2N(O)N=NC=2C=1.C(Cl)CCl.[NH2:35][C:36]1([C:47]#[N:48])[CH2:41][CH2:40][N:39]([CH2:42][CH2:43][CH2:44][O:45][CH3:46])[CH2:38][CH2:37]1>ClCCl>[C:47]([C:36]1([NH:35][C:6]([C@@H:5]([NH:9][C:10]([N:12]2[CH2:17][CH2:16][O:15][CH2:14][CH2:13]2)=[O:11])[CH2:4][CH2:3][C:2]([CH3:1])([CH3:20])[CH2:18][CH3:19])=[O:8])[CH2:41][CH2:40][N:39]([CH2:42][CH2:43][CH2:44][O:45][CH3:46])[CH2:38][CH2:37]1)#[N:48]. Reported procedure: A solution of (S)-5,5-Dimethyl-2-[(morpholine-4-carbonyl)-amino]-heptanoic acid (4.70 g, 16.4 mmol) in dichloromethane (75 mL), cooled in an ice water bath, was treated with HOBT (2.45 g, 18.13 mmol), then EDC (3.47 g, 18.1 mmol). The reaction mixture was stirred with cooling for 35 min, then the ice bath was removed and a solution of 4-amino-(3-methoxy-propyl)-piperidine-4-carbonitrile (3.61 g, 18.3 mmol) in dichloromethane (25 mL) was added. The reaction mixture was stirred overnight, then con... Starting materials: CC#N, O=C=NC(=O)c1c(F)cccc1F, Nc1ccc(C(F)(F)F)cn1. Product: O=C(NC(=O)c1c(F)cccc1F)Nc1ccc(C(F)(F)F)cn1. RXN SMILES: [CH3:25][C:26]#[N:27].[F:12][c:13]1[c:14]([C:15](=[O:16])[N:17]=[C:18]=[O:19])[c:20]([F:24])[cH:21][cH:22][cH:23]1.[F:1][C:2]([c:3]1[cH:4][cH:5][c:6]([NH2:9])[n:7][cH:8]1)([F:10])[F:11]>>[F:1][C:2]([c:3]1[cH:4][cH:5][c:6]([NH:9][C:18]([NH:17][C:15]([c:14]2[c:13]([F:12])[cH:23][cH:22][cH:21][c:20]2[F:24])=[O:16])=[O:19])[n:7][cH:8]1)([F:10])[F:11]. Starting materials: CONC(=O)C(O)C(Cc1ccccc1)NC(=O)C1CCC(=O)N1Cc1ccccc1, CCOCC, CS(C)=O, ClCCl, O=C(O)c1ccccc1I(=O)=O, [Na+], O=C([O-])O, O. The product is CONC(=O)C(=O)C(Cc1ccccc1)NC(=O)C1CCC(=O)N1Cc1ccccc1. Reaction SMILES: [CH2:13]([c:14]1[cH:15][cH:16][cH:17][cH:18][cH:19]1)[N:20]1[CH:21]([C:26](=[O:27])[NH:28][CH:29]([CH2:30][c:31]2[cH:32][cH:33][cH:34][cH:35][cH:36]2)[CH:37]([C:38](=[O:39])[NH:40][O:41][CH3:42])[OH:43])[CH2:22][CH2:23][C:24]1=[O:25].[CH2:57]([O:58][CH2:59][CH3:60])[CH3:61].[CH3:49][S:50]([CH3:51])=[O:52].[Cl:54][CH2:55][Cl:56].[I:1]([c:2]1[cH:3][cH:4][cH:5][cH:6][c:7]1[C:8]([OH:9])=[O:10])(=[O:11])=[O:12].[Na+:48].[O-:44][C:45]([OH:46])=[O:47].[OH2:53]>>[CH2:13]([c:14]1[cH:15][cH:16][cH:17][cH:18][cH:19]1)[N:20]1[CH:21]([C:26](=[O:27])[NH:28][CH:29]([CH2:30][c:31]2[cH:32][cH:33][cH:34][cH:35][cH:36]2)[C:37]([C:38](=[O:39])[NH:40][O:41][CH3:42])=[O:43])[CH2:22][CH2:23][C:24]1=[O:25]. Reactants: Brc1nccs1, CC(C)(C)OC(=O)N1CCC(=O)CC1, C1CCOC1, [Li]CCCC, CCOCC. Product: CC(C)(C)OC(=O)N1CCC(O)(c2nccs2)CC1. As a reaction SMILES: [Br:6][c:7]1[s:8][cH:9][cH:10][n:11]1.[C:12](=[O:13])([O:14][C:15]([CH3:16])([CH3:17])[CH3:18])[N:19]1[CH2:20][CH2:21][C:22](=[O:25])[CH2:23][CH2:24]1.[CH2:31]1[O:32][CH2:33][CH2:34][CH2:35]1.[CH3:1][CH2:2][CH2:3][CH2:4][Li:5].[CH3:26][CH2:27][O:28][CH2:29][CH3:30]>>[c:7]1([C:22]2([OH:25])[CH2:21][CH2:20][N:19]([C:12](=[O:13])[O:14][C:15]([CH3:16])([CH3:17])[CH3:18])[CH2:24][CH2:23]2)[s:8][cH:9][cH:10][n:11]1.